This data is from the Open Reaction Database (ORD), a public repository of structured organic reaction records. The task is: describe an organic reaction: reactants, conditions, products, and yield Starting materials: CCOCC, OCc1c(C(F)(F)F)nn(-c2ccccc2)c1Cl, O, BrP(Br)Br. Product: FC(F)(F)c1nn(-c2ccccc2)c(Cl)c1CBr. As a reaction SMILES: [CH3:24][CH2:25][O:26][CH2:27][CH3:28].[Cl:1][c:2]1[c:3]([CH2:17][OH:18])[c:4]([C:13]([F:14])([F:15])[F:16])[n:5][n:6]1-[c:7]1[cH:8][cH:9][cH:10][cH:11][cH:12]1.[OH2:23].[P:19]([Br:20])([Br:21])[Br:22]>>[Cl:1][c:2]1[c:3]([CH2:17][Br:20])[c:4]([C:13]([F:14])([F:15])[F:16])[n:5][n:6]1-[c:7]1[cH:8][cH:9][cH:10][cH:11][cH:12]1. Reactants: C(\C=C/C(=O)O)(=O)O (maleic acid), C1(CC1)C1=NOC(=N1)[C@H]1CN2CC[C@H]1C2 ((3R,4R)-3-(3-cyclopropyl-1,2,4-oxadiazol-5-yl)-1-azabicyclo[2.2.1]heptane). Run in CO (methanol), C(C)OCC (diethyl ether), CO (methanol), C(C)OCC (diethyl ether). Run at time 16 hour. Product: C(\C=C/C(=O)O)(=O)O.C1(CC1)C1=NOC(=N1)[C@H]1CN2CC[C@H]1C2 ((3R,4R)-3-(3-Cyclopropyl-1,2,4-oxadiazol-5-yl)-1-azabicyclo[2.2.1]heptane Hydrogen Maleate). As a reaction SMILES: [C:1]([OH:8])(=[O:7])/[CH:2]=[CH:3]\[C:4]([OH:6])=[O:5].[CH:9]1([C:12]2[N:16]=[C:15]([C@@H:17]3[C@@H:22]4[CH2:23][N:19]([CH2:20][CH2:21]4)[CH2:18]3)[O:14][N:13]=2)[CH2:11][CH2:10]1>CO.C(OCC)C>[C:1]([OH:8])(=[O:7])/[CH:2]=[CH:3]\[C:4]([OH:6])=[O:5].[CH:9]1([C:12]2[N:16]=[C:15]([C@@H:17]3[C@@H:22]4[CH2:23][N:19]([CH2:20][CH2:21]4)[CH2:18]3)[O:14][N:13]=2)[CH2:11][CH2:10]1 |f:4.5|. Procedure details: A solution of anhydrous maleic acid (4.30 g, 0.037 mol) in methanol (12 mL) and diethyl ether (4 mL) was added to a filtered solution of (3R,4R)-3-(3-cyclopropyl-1,2,4-oxadiazol-5-yl)-1-azabicyclo[2.2.1]heptane free base (7.60 g, 0.037 mol) in methanol (6 mL) and diethyl ether (6 mL). After ageing at 5° C. for 16 hours the hydrogen maleate salt (9.10 g) was collected, mp 126° C. (propan-2-ol). [α]21D°C. -7.0° (c=1.0, CH2Cl2). (Found: C, 56.06; H, 5.97; N, 13.04. C11H15N3O. C4H4O4 requires C, 56.... The reactants are ClC=1C=C(C=CC1F)[N+](=O)[O-] (3-chloro-4-fluoronitrobenzene), [F-].[K+] (potassium fluoride), C1CCCS1(=O)=O (tetramethylenesulfone). Run at temperature 110 celsius. The product is FC=1C=C(C=CC1F)[N+](=O)[O-] (3,4-difluoronitrobenzene). Yield: 10.3%. Reaction SMILES: Cl[C:2]1[CH:3]=[C:4]([N+:9]([O-:11])=[O:10])[CH:5]=[CH:6][C:7]=1[F:8].[F-:12].[K+].C1S(=O)(=O)CCC1>>[F:12][C:2]1[CH:3]=[C:4]([N+:9]([O-:11])=[O:10])[CH:5]=[CH:6][C:7]=1[F:8] |f:1.2|. Reported procedure: 1,500 parts of 3-chloro-4-fluoronitrobenzene and 1,000 parts of potassium fluoride are heated in 1,500 parts of tetramethylenesulfone for 16 hours at 230° C. The solution is cooled to 110° C. and filtered, the solid residue is washed with 500 parts of methylene chloride and the filtrates are combined and distilled. 139 parts (10.3% of theory) of 3,4-difluoronitrobenzene of boiling point 54° C./1 mbar are obtained. Starting materials: C(C)N1CCOCC1 (N-ethylmorpholine), C1CCC(CC1)N=C=NC2CCCCC2 (DCC), N1([C@H](C(=O)N[C@@H](C(C)C)C(=O)O)CCC1)C(=O)OCC1=CC=CC=C1 (Z-Pro-Val-OH), N[C@@H](CCCCNC(=O)OC(C)(C)C)C(=O)N[C@@H](C(C)C)C(=O)OC(C)(C)C.Cl (H-Lys(Boc)-Val-OtBu.HCl), C1=CC=C2C(=C1)C(=O)N(N=N2)O (HOObt). Run in CN(C=O)C (dimethylformamide). Reaction conditions: temperature 0 celsius, time 1 hour. Product: N1([C@H](C(=O)N[C@@H](C(C)C)C(=O)N[C@@H](CCCCNC(=O)OC(C)(C)C)C(=O)N[C@@H](C(C)C)C(=O)OC(C)(C)C)CCC1)C(=O)OCC1=CC=CC=C1 (Z-Pro-Val-Lys(Boc)-Val-OtBu). As a reaction SMILES: C(N1CCOCC1)C.C1CCC(N=C=NC2CCCCC2)CC1.[N:24]1([C:39]([O:41][CH2:42][C:43]2[CH:48]=[CH:47][CH:46]=[CH:45][CH:44]=2)=[O:40])[CH2:38][CH2:37][CH2:36][C@H:25]1[C:26]([NH:28][C@H:29]([C:33](O)=[O:34])[CH:30]([CH3:32])[CH3:31])=[O:27].[NH2:49][C@H:50]([C:63]([NH:65][C@H:66]([C:70]([O:72][C:73]([CH3:76])([CH3:75])[CH3:74])=[O:71])[CH:67]([CH3:69])[CH3:68])=[O:64])[CH2:51][CH2:52][CH2:53][CH2:54][NH:55][C:56]([O:58][C:59]([CH3:62])([CH3:61])[CH3:60])=[O:57].Cl.C1C=C2C(N(O)N=NC2=CC=1)=O>CN(C)C=O>[N:24]1([C:39]([O:41][CH2:42][C:43]2[CH:48]=[CH:47][CH:46]=[CH:45][CH:44]=2)=[O:40])[CH2:38][CH2:37][CH2:36][C@H:25]1[C:26]([NH:28][C@H:29]([C:33]([NH:49][C@H:50]([C:63]([NH:65][C@H:66]([C:70]([O:72][C:73]([CH3:74])([CH3:75])[CH3:76])=[O:71])[CH:67]([CH3:69])[CH3:68])=[O:64])[CH2:51][CH2:52][CH2:53][CH2:54][NH:55][C:56]([O:58][C:59]([CH3:62])([CH3:60])[CH3:61])=[O:57])=[O:34])[CH:30]([CH3:32])[CH3:31])=[O:27] |f:3.4|. Procedure details: 0.38 ml of N-ethylmorpholine and 0.66 g of DCC are added, at 0° C., to a solution of 1.05 g of Z-Pro-Val-OH, 1.3 g of H-Lys(Boc)-Val-OtBu.HCl and 0.5 g of HOObt in 5 ml of dimethylformamide. The mixture is stirred at 0° C. for one hour and left to stand at room temperature overnight. The working-up is as in Example 8a. The residue is triturated with ether. The precipitate is filtered off with suction and dried. Starting materials: ClC1=C(C(=O)O)C=CC=N1 (2-chloronicotinic acid), N1=CC=C(C=C1)N1CCC(CC1)CN (1-(4-pyridyl)piperidine-4-methylamine), C([O-])([O-])=O.[K+].[K+] (potassium carbonate). Solvent: CN(C=O)C (dimethylformamide), CO (methanol). The product is N1=CC=C(C=C1)N1CCC(CC1)CNC1=NC=CC=C1C(=O)[O-].[NH4+] (Ammonium 2-[1-(4-pyridyl)piperidin-4-ylmethyl]aminopyridine-3-carboxylate). Yield: 96.7%. As a reaction SMILES: Cl[C:2]1[N:10]=[CH:9][CH:8]=[CH:7][C:3]=1[C:4]([OH:6])=[O:5].[N:11]1[CH:16]=[CH:15][C:14]([N:17]2[CH2:22][CH2:21][CH:20]([CH2:23][NH2:24])[CH2:19][CH2:18]2)=[CH:13][CH:12]=1.C(=O)([O-])[O-].[K+].[K+]>CN(C)C=O.CO>[N:11]1[CH:16]=[CH:15][C:14]([N:17]2[CH2:18][CH2:19][CH:20]([CH2:23][NH:24][C:2]3[C:3]([C:4]([O-:6])=[O:5])=[CH:7][CH:8]=[CH:9][N:10]=3)[CH2:21][CH2:22]2)=[CH:13][CH:12]=1.[NH4+:10] |f:2.3.4,7.8|. Procedure details: A mixture of 2-chloronicotinic acid (10.74 g, 67.5 mmol), 1-(4-pyridyl)piperidine-4-methylamine (8.60 g, 45.0 mmol), and potassium carbonate 15.5 g. 112.6 mmol) in dimethylformamide (90 mL) was heated at reflux. After 16 h. the mixture was diluted with methanol, filtered, and concentrated. The residue was dissolved in methanol, acidified with 1 N HCl in ether, heated at reflux for 0.25 h, cooled, and the solid removed by filtration. The filtrate was then treated with 2 M NH3 in methanol until sl... Reactants: CC(C)(C)c1cc(O)cc(C(C)(C)C)c1O, CN(C)C=O, CN(C(=O)OC(C)(C)C)c1cc(Cl)ccc1[N+](=O)[O-], [H-], [Na+]. Product: CN(C(=O)OC(C)(C)C)c1cc(Oc2cc(C(C)(C)C)c(O)c(C(C)(C)C)c2)ccc1[N+](=O)[O-]. RXN SMILES: [C:1]([CH3:2])([CH3:3])([CH3:4])[c:5]1[c:6]([OH:7])[c:8]([C:13]([CH3:14])([CH3:15])[CH3:16])[cH:9][c:10]([OH:12])[cH:11]1.[CH3:38][N:39]([CH3:40])[CH:41]=[O:42].[Cl:17][c:18]1[cH:19][cH:20][c:21]([N+:33](=[O:34])[O-:35])[c:22]([N:24]([C:25]([O:26][C:27]([CH3:28])([CH3:29])[CH3:30])=[O:31])[CH3:32])[cH:23]1.[H-:36].[Na+:37]>>[C:1]([CH3:2])([CH3:3])([CH3:4])[c:5]1[c:6]([OH:7])[c:8]([C:13]([CH3:14])([CH3:15])[CH3:16])[cH:9][c:10]([O:12][c:18]2[cH:19][cH:20][c:21]([N+:33](=[O:34])[O-:35])[c:22]([N:24]([C:25]([O:26][C:27]([CH3:28])([CH3:29])[CH3:30])=[O:31])[CH3:32])[cH:23]2)[cH:11]1. Starting materials: B, CCOC(C)=O, O=C(O)c1cc([N+](=O)[O-])cc(Cl)c1Cl, Cl, C1CCOC1, C1CCOC1, O. Yields the product O=[N+]([O-])c1cc(Cl)c(Cl)c(CO)c1. Reaction SMILES: [BH3:20].[CH3:28][CH2:29][O:30][C:31](=[O:32])[CH3:33].[Cl:1][c:2]1[c:3]([C:4](=[O:5])[OH:6])[cH:7][c:8]([N+:12](=[O:13])[O-:14])[cH:9][c:10]1[Cl:11].[ClH:22].[O:15]1[CH2:16][CH2:17][CH2:18][CH2:19]1.[O:23]1[CH2:24][CH2:25][CH2:26][CH2:27]1.[OH2:21]>>[Cl:1][c:2]1[c:3]([CH2:4][OH:5])[cH:7][c:8]([N+:12](=[O:13])[O-:14])[cH:9][c:10]1[Cl:11]. Starting materials: C(C)(=O)[O-].[Na+] (Sodium acetate), Cl.N[C@H]1CC2=CC=CC(=C2CC1)OC ((R)-2-Amino-5-methoxy-1,2,3,4-tetrahydronaphthalene hydrochloride), BrBr (bromine). Run in C(C)(=O)O (acetic acid). Run at time 5 minute. The product is Cl.N[C@H]1CC2=C(C=CC(=C2CC1)OC)Br ((R)-2-Amino-8-bromo-5-methoxy-1,2,3,4-tetrahydronaphthalene Hydrochloride). As a reaction SMILES: [ClH:1].[NH2:2][C@@H:3]1[CH2:12][CH2:11][C:10]2[C:5](=[CH:6][CH:7]=[CH:8][C:9]=2[O:13][CH3:14])[CH2:4]1.C([O-])(=O)C.[Na+].[Br:20]Br>C(O)(=O)C>[ClH:1].[NH2:2][C@@H:3]1[CH2:12][CH2:11][C:10]2[C:5](=[C:6]([Br:20])[CH:7]=[CH:8][C:9]=2[O:13][CH3:14])[CH2:4]1 |f:0.1,2.3,6.7|. Reported procedure: (R)-2-Amino-5-methoxy-1,2,3,4-tetrahydronaphthalene hydrochloride (5.0 g, 23 mmol) was dissolved in acetic acid (300 mL) under nitrogen atmosphere. Sodium acetate (5.5 g, 70 mmol) was added and bromine (3.5 g, 23 mmol) was then added in one portion. The mixture was stirred for 5 minutes at room temperature. The solvent was removed in vacuo to give a solid residue which was partitioned between ethyl acetate and NaOH (2 M). The layers were separated and the aqueous phase was extracted twice with e... Starting materials: O1C(=CC=C1)C(=CC(=O)OCC)C (ethyl 3-(2-furanyl)-2-butenoate), CC/C=C\C/C=C\C/C=C\CCCCCCCC(=O)O (linolenic acid), FC(C(=O)OC(C(F)(F)F)=O)(F)F (trifluoroacetic anhydride), C([O-])([O-])=O.[Na+].[Na+] (sodium carbonate). Reagents/catalysts: Cl(=O)(=O)(=O)O (perchloric acid). Run in CCOCC (ether). Run at time 1 hour. Product: CCOCC.O=C(CCCCCCCC=CCC=CCC=CCC)C1=CC=C(O1)C(=CC(=O)[O-])C (ether 3-[5-(1-oxo-9,12,15-octadecatrienyl)-2-furanyl]-2-butenoate), ester. Reaction SMILES: [CH3:1][CH2:2]/[CH:3]=[CH:4]\[CH2:5]/[CH:6]=[CH:7]\[CH2:8]/[CH:9]=[CH:10]\[CH2:11][CH2:12][CH2:13][CH2:14][CH2:15][CH2:16][CH2:17][C:18](O)=[O:19].F[C:22](F)(F)[C:23]([O:25][C:26](=O)[C:27](F)(F)F)=O.[O:34]1[CH:38]=[CH:37][CH:36]=[C:35]1[C:39]([CH3:46])=[CH:40][C:41]([O:43]CC)=[O:42].C(=O)([O-])[O-].[Na+].[Na+]>Cl(O)(=O)(=O)=O.CCOCC>[CH3:22][CH2:23][O:25][CH2:26][CH3:27].[O:19]=[C:18]([C:38]1[O:34][C:35]([C:39]([CH3:46])=[CH:40][C:41]([O-:43])=[O:42])=[CH:36][CH:37]=1)[CH2:17][CH2:16][CH2:15][CH2:14][CH2:13][CH2:12][CH2:11][CH:10]=[CH:9][CH2:8][CH:7]=[CH:6][CH2:5][CH:4]=[CH:3][CH2:2][CH3:1] |f:3.4.5,8.9|. Reported procedure: A mixture of 13.0 g (0.05 mole) of linolenic acid and 12.6 g (0.06 mole) of trifluoroacetic anhydride is stirred at room temperature for 1 hour. To the mixture 9.0 g (0.05 mole) of ethyl 3-(2-furanyl)-2-butenoate is added and the mixture is cooled and stirred at -10° C. To the mixture 5 drops of 70% perchloric acid is added and the mixture stirred at 0° C. for 3 hours. The mixture is diluted with 200 ml of ether and combined with 200 ml of saturated aqueous sodium carbonate. The layers are separ... Reactants: O[C@@H]1C[C@@H]2N(CCNC2)C1 ((7R,8aS)-7-hydroxy-1,2,3,4,6,7,8,8a-octahydro-pyrrolo[1,2-a]-pyrazine), ClC1=NC=C(C=N1)F (2-chloro-5-fluoropyrimidine), C([O-])([O-])=O.[Na+].[Na+] (sodium carbonate). The solvent is O (water). Product: O[C@@H]1C[C@@H]2N(CCN(C2)C2=NC=C(C=N2)F)C1 ((7R,8aS)-7-Hydroxy-2-(5-fluoropyrimidin-2-yl)-1,2,3,4,6,7,8,8a-octahydro-pyrrolo[1,2-a]pyrazine). Isolated yield 85.0%. As a reaction SMILES: [OH:1][C@H:2]1[CH2:10][N:5]2[CH2:6][CH2:7][NH:8][CH2:9][C@@H:4]2[CH2:3]1.Cl[C:12]1[N:17]=[CH:16][C:15]([F:18])=[CH:14][N:13]=1.C(=O)([O-])[O-].[Na+].[Na+]>O>[OH:1][C@H:2]1[CH2:10][N:5]2[CH2:6][CH2:7][N:8]([C:12]3[N:17]=[CH:16][C:15]([F:18])=[CH:14][N:13]=3)[CH2:9][C@@H:4]2[CH2:3]1 |f:2.3.4|. Reported procedure: A mixture of the crude (7R,8aS)-7-hydroxy-1,2,3,4,6,7,8,8a-octahydro-pyrrolo[1,2-a]-pyrazine, 9.96 g (52.5 mmol) of 2-chloro-5-fluoropyrimidine (Dunaiskis, A. et al., Org. Prep. Proc. Int., 1995, 27, 600-602), 13.4 g (126 mmol) of sodium carbonate and 450 mL of water was heated at 95° C. for 72 hours. The mixture was cooled, extracted with chloroform (2×), and the combined organic phase was dried (magnesium sulfate), filtered and evaporated. Purification by flash silica gel chromatography with 9...